Dataset: the Open Reaction Database (ORD), a public repository of structured organic reaction records. Task: describe an organic reaction: reactants, conditions, products, and yield The reactants are N#Cc1ccc(N(Cc2ccc3cc(OCc4ccccc4)ccc3c2)n2cnnc2)cc1, C1CCOC1, CO, CCOC(C)=O, [H][H]. The product is N#Cc1ccc(N(Cc2ccc3cc(O)ccc3c2)n2cnnc2)cc1. As a reaction SMILES: [CH2:1]([c:2]1[cH:3][cH:4][cH:5][cH:6][cH:7]1)[O:8][c:9]1[cH:10][c:11]2[cH:12][cH:13][c:14]([CH2:19][N:20]([c:21]3[cH:22][cH:23][c:24]([C:25]#[N:26])[cH:27][cH:28]3)[n:29]3[cH:30][n:31][n:32][cH:33]3)[cH:15][c:16]2[cH:17][cH:18]1.[CH2:36]1[O:37][CH2:38][CH2:39][CH2:40]1.[CH3:41][OH:42].[CH3:43][CH2:44][O:45][C:46](=[O:47])[CH3:48].[H:34][H:35]>>[OH:8][c:9]1[cH:10][c:11]2[cH:12][cH:13][c:14]([CH2:19][N:20]([c:21]3[cH:22][cH:23][c:24]([C:25]#[N:26])[cH:27][cH:28]3)[n:29]3[cH:30][n:31][n:32][cH:33]3)[cH:15][c:16]2[cH:17][cH:18]1. Starting materials: [N+](=O)([O-])C=1C=C(CBr)C=CC1 (m-Nitrobenzyl bromide), CN1CCNCC1 (1-methylpiperazine), C([O-])([O-])=O.[K+].[K+] (potassium carbonate). Solvent: CN(C)C=O (DMF). Conditions: temperature 90 celsius, time 16 hour. Product: CN1CCN(CC1)CC1=CC(=CC=C1)[N+](=O)[O-] (1-methyl-4-(3-nitro-benzyl)-piperazine). The yield is 93.8%. RXN SMILES: [N+:1]([C:4]1[CH:5]=[C:6]([CH:9]=[CH:10][CH:11]=1)[CH2:7]Br)([O-:3])=[O:2].[CH3:12][N:13]1[CH2:18][CH2:17][NH:16][CH2:15][CH2:14]1.C(=O)([O-])[O-].[K+].[K+]>CN(C=O)C>[CH3:12][N:13]1[CH2:18][CH2:17][N:16]([CH2:7][C:6]2[CH:9]=[CH:10][CH:11]=[C:4]([N+:1]([O-:3])=[O:2])[CH:5]=2)[CH2:15][CH2:14]1 |f:2.3.4|. Procedure: m-Nitrobenzyl bromide (500 mg, 2.31 mmol) was added to a mixture of 1-methylpiperazine (277 mg, 2.77 mmol) and potassium carbonate (414 g, 3.0 mmol) in 5 mL of DMF. The mixture was stirred at 90° C. for 16 hours. After cooling to room temperature, the mixture was extracted into ethyl acetate (EtOAc), washed with water, brine and then dried with sodium sulfate (Na2SO4). Removal of the solvent and chromatography on silica, eluting with EtOAc/CH3OH/NH4OH (10:1:0.1, v/v), gave 510 mg of 1-methyl-4-(... The reactants are C[Si](C#CC)(C)C (1-trimethylsilyl-1-propyne), C(C)(=O)[O-].[K+] (potassium acetate), [Cl-].[Li+] (lithium chloride), BrC=1C(=C(C(=NC1)N)I)C (5-Bromo-3-iodo-4-methylpyridin-2-amine). Reagents/catalysts: C(C)(=O)[O-].[Pd+2].C(C)(=O)[O-] (palladium acetate). Solvent: CN(C=O)C (N,N-dimethylformamide). Run at temperature 90 celsius, time 3 day. Product: BrC=1C(=C2C(=NC1)NC(=C2C)[Si](C)(C)C)C (5-Bromo-3,4-dimethyl-2-(trimethylsilyl)-1H-pyrrolo[2,3-b]pyridine). As a reaction SMILES: [Br:1][C:2]1[C:3]([CH3:10])=[C:4](I)[C:5]([NH2:8])=[N:6][CH:7]=1.C([O-])(=O)C.[K+].[Cl-].[Li+].[CH3:18][Si:19]([CH3:24])([CH3:23])[C:20]#[C:21][CH3:22]>CN(C)C=O.C([O-])(=O)C.[Pd+2].C([O-])(=O)C>[Br:1][C:2]1[C:3]([CH3:10])=[C:4]2[C:21]([CH3:22])=[C:20]([Si:19]([CH3:24])([CH3:23])[CH3:18])[NH:8][C:5]2=[N:6][CH:7]=1 |f:1.2,3.4,7.8.9|. Procedure: The compound obtained in step 1 of Example 36 (1.8 g) was dissolved in N,N-dimethylformamide (40 ml), and potassium acetate (1.7 g) and lithium chloride (0.3 g) were added. After replacing the atmosphere in the system with nitrogen, palladium acetate (0.13 g) and 1-trimethylsilyl-1-propyne (4.3 ml) were added and the mixture was stirred at 90° C. for three days. The reaction solution was cooled to room temperature and then N,N-dimethylformamide was distilled off. The resulting residue was dilute... The reactants are O=C(NCCc1ccccc1)n1ccnc1, NCCNC(=O)c1nc(NCC(c2ccccc2)c2ccccc2)c2ncn(C3CC(n4cc(CO)cn4)C(O)C3O)c2n1. Product: O=C(NCCNC(=O)c1nc(NCC(c2ccccc2)c2ccccc2)c2ncn(C3CC(n4cc(CO)cn4)C(O)C3O)c2n1)NCCc1ccccc1. RXN SMILES: [CH2:45]([CH2:46][c:47]1[cH:48][cH:49][cH:50][cH:51][cH:52]1)[NH:53][C:54](=[O:55])[n:56]1[cH:57][cH:58][n:59][cH:60]1.[NH2:1][CH2:2][CH2:3][NH:4][C:5](=[O:6])[c:7]1[n:8][c:9]([NH:30][CH2:31][CH:32]([c:33]2[cH:34][cH:35][cH:36][cH:37][cH:38]2)[c:39]2[cH:40][cH:41][cH:42][cH:43][cH:44]2)[c:10]2[n:11][cH:12][n:13]([CH:16]3[CH:17]([OH:29])[CH:18]([OH:28])[CH:19]([n:21]4[n:22][cH:23][c:24]([CH2:26][OH:27])[cH:25]4)[CH2:20]3)[c:14]2[n:15]1>>[NH:1]([CH2:2][CH2:3][NH:4][C:5](=[O:6])[c:7]1[n:8][c:9]([NH:30][CH2:31][CH:32]([c:33]2[cH:34][cH:35][cH:36][cH:37][cH:38]2)[c:39]2[cH:40][cH:41][cH:42][cH:43][cH:44]2)[c:10]2[n:11][cH:12][n:13]([CH:16]3[CH:17]([OH:29])[CH:18]([OH:28])[CH:19]([n:21]4[n:22][cH:23][c:24]([CH2:26][OH:27])[cH:25]4)[CH2:20]3)[c:14]2[n:15]1)[C:54]([NH:53][CH2:45][CH2:46][c:47]1[cH:48][cH:49][cH:50][cH:51][cH:52]1)=[O:55]. Starting materials: O=C(O)C(c1ccccc1)c1ccccc1, COc1ccc(CN)cc1. The reagents and catalysts are CN(C)C(=[N+](C)C)ON1C(=O)C2=C(C1=O)C(=C(C(=C2Cl)Cl)Cl)Cl.F[P-](F)(F)(F)(F)F (CITU), CN1CCOCC1 (NMM). Run in CN(C)C=O (DMF), CN(C)C=O (DMF), CN(C)C=O (DMF), CN(C)C=O (DMF), CN(C)C=O (DMF), CN(C)C=O (DMF). Reaction conditions: temperature 25 celsius, time 2 hour. Product: COc1ccc(CNC(=O)C(c2ccccc2)c2ccccc2)cc1. Yield: 12.3%. RXN SMILES: COc1ccc(CN)cc1.O=C(O)C(c1ccccc1)c1ccccc1.CN(C)C(=[N+](C)C)ON1C(=O)C2=C(C1=O)C(=C(C(=C2Cl)Cl)Cl)Cl.F[P-](F)(F)(F)(F)F.CN1CCOCC1.CN(C)C=O>>COc1ccc(CNC(=O)C(c2ccccc2)c2ccccc2)cc1. Reactants: C(C)N1C[C@@H](CC1)NC(=O)CC1=C(C=CC(=C1)F)S(=O)(=O)NC1=CC=C2C3C(COC2=C1C(=O)OC)C3 (methyl (1aRS,7bSR)-5-{2-[((R)-1-ethylpyrrolidin-3-ylcarbamoyl)methyl]-4-fluorobenzenesulfonylamino}-1,1a,2,7b-tetrahydrocyclopropa[c]chromene-4-carboxylate), C(C)N1C[C@@H](CC1)NC(=O)CC1=C(C=CC(=C1)F)S(=O)(=O)NC1=CC=C2C3C(COC2=C1C(=O)OC)C3 (methyl (1aRS,7bSR)-5-{2-[((R)-1-ethylpyrrolidin-3-ylcarbamoyl)methyl]-4-fluorobenzenesulfonylamino}-1,1a,2,7b-tetrahydrocyclopropa[c]chromene-4-carboxylate), FC(C(=O)O)(F)F (trifluoroacetic acid). Run in C(Cl)Cl (DCM). Conditions: time 30 minute. Yields the product FC(C(=O)N1CC(C1)C1=CC(=CC=C1)F)(F)F (2,2,2-trifluoro-1-[3-(3-fluorophenyl)azetidin-1-yl]ethanone). RXN SMILES: C(N1CC[C@@H:5]([NH:8][C:9]([CH2:11][C:12]2[CH:17]=[C:16]([F:18])[CH:15]=[CH:14][C:13]=2S(NC2C(C(OC)=O)=C3C(C4CC4CO3)=CC=2)(=O)=O)=O)C1)C.[F:38][C:39]([F:44])([F:43])[C:40](O)=[O:41]>C(Cl)Cl>[F:38][C:39]([F:44])([F:43])[C:40]([N:8]1[CH2:5][CH:11]([C:12]2[CH:13]=[CH:14][CH:15]=[C:16]([F:18])[CH:17]=2)[CH2:9]1)=[O:41]. Procedure details: A solution of tert-butyl 3-(3-fluorophenyl)azetidine-1-carboxylate (Intermediate 92, 2.51 g) in trifluoroacetic acid (15 mL) and DCM (15 mL) was left to stand at room temperature for 30 minutes. The mixture was concentrated in vacuo and the residue was azeotroped with toluene. The residue was dissolved in DCM (15 mL) and pyridine (5 mL) and trifluoroacetic anhydride (3.15 g) was added. The mixture was left to stand at room temperature for 30 minutes, then washed with 1M hydrochloric acid and fil... Starting materials: C(CCC)[Li] (n-Butyl lithium), C(C)(C)NC(C)C (diisopropylamine), BrC=1C(=CC(=C(C(=O)N(CC)CC)C1)OC=1C=NC(=CC1)Cl)F (5-bromo-2-(6-chloropyridin-3-yloxy)-N,N-diethyl-4-fluorobenzamide). Run in C1CCOC1 (THF), C1CCOC1 (THF). Reaction conditions: temperature 0 celsius, time 15 minute. Product: BrC=1C=C2C(C3=C(C=NC(=C3)Cl)OC2=CC1F)=O (7-bromo-3-chloro-8-fluoro-5H-chromeno[2,3-c]pyridin-5-one). RXN SMILES: C([Li])CCC.C(NC(C)C)(C)C.[Br:13][C:14]1[C:15]([F:35])=[CH:16][C:17]([O:27][C:28]2[CH:29]=[N:30][C:31]([Cl:34])=[CH:32][CH:33]=2)=[C:18]([CH:26]=1)[C:19](N(CC)CC)=[O:20]>C1COCC1>[Br:13][C:14]1[CH:26]=[C:18]2[C:17](=[CH:16][C:15]=1[F:35])[O:27][C:28]1[CH:29]=[N:30][C:31]([Cl:34])=[CH:32][C:33]=1[C:19]2=[O:20]. Procedure: n-Butyl lithium (3.14 mL, 7.84 mmol) was added to a solution of diisopropylamine (1.341 mL, 9.41 mmol) in THF (40 mL) at −78° C. The resulting solution was stirred at 0° C. for 15 minutes before being added dropwise via cannula to a solution of 5-bromo-2-(6-chloropyridin-3-yloxy)-N,N-diethyl-4-fluorobenzamide (2.1 g, 5.23 mmol) in THF (40.0 mL) cooled to −78° C. under positive pressure. The resulting solution was stirred 3 hours at −78° C. before being quenched with saturated ammonium chloride (... Reactants: C(C)OC(CC=1C=C(C(=CC1)OC)C1=C(C=C(C=C1)C=1C=C2C=CC=NC2=CC1)CNCC)=O ((2′-ethylaminomethyl-6-methoxy-4′-quinolin-6-yl-biphenyl-3-yl)-acetic acid ethyl ester), ClC1=CC=C(OCC(=O)Cl)C=C1 (4-chlorophenoxyacetyl chloride). Yields the product C(C)OC(CC=1C=C(C(=CC1)OC)C1=C(C=C(C=C1)C=1C=C2C=CC=NC2=CC1)CN(CC)C(COC1=CC=C(C=C1)Cl)=O)=O ([2′-({[2-(4-Chloro-phenoxy)-acetyl]-ethyl-amino}-methyl)-6-methoxy-4′-quinolin-6-yl-biphenyl-3-yl]-acetic acid ethyl ester). Reaction SMILES: [CH2:1]([O:3][C:4](=[O:34])[CH2:5][C:6]1[CH:7]=[C:8]([C:14]2[CH:19]=[CH:18][C:17]([C:20]3[CH:21]=[C:22]4[C:27](=[CH:28][CH:29]=3)[N:26]=[CH:25][CH:24]=[CH:23]4)=[CH:16][C:15]=2[CH2:30][NH:31][CH2:32][CH3:33])[C:9]([O:12][CH3:13])=[CH:10][CH:11]=1)[CH3:2].[Cl:35][C:36]1[CH:46]=[CH:45][C:39]([O:40][CH2:41][C:42](Cl)=[O:43])=[CH:38][CH:37]=1>>[CH2:1]([O:3][C:4](=[O:34])[CH2:5][C:6]1[CH:7]=[C:8]([C:14]2[CH:19]=[CH:18][C:17]([C:20]3[CH:21]=[C:22]4[C:27](=[CH:28][CH:29]=3)[N:26]=[CH:25][CH:24]=[CH:23]4)=[CH:16][C:15]=2[CH2:30][N:31]([C:42](=[O:43])[CH2:41][O:40][C:39]2[CH:45]=[CH:46][C:36]([Cl:35])=[CH:37][CH:38]=2)[CH2:32][CH3:33])[C:9]([O:12][CH3:13])=[CH:10][CH:11]=1)[CH3:2]. Procedure details: Prepared according to the procedure described in Example 1, Step 6, using the following starting materials: (2′-ethylaminomethyl-6-methoxy-4′-quinolin-6-yl-biphenyl-3-yl)-acetic acid ethyl ester and 4-chlorophenoxyacetyl chloride.